Dataset: the Open Reaction Database (ORD), a public repository of structured organic reaction records. Task: describe an organic reaction: reactants, conditions, products, and yield Reactants: COC(CCl)OC, OCC(O)CCl. The product is ClCC1COC(CCl)O1. Reaction SMILES: [CH3:1][O:2][CH:3]([CH2:4][Cl:5])[O:6][CH3:7].[Cl:8][CH2:9][CH:10]([OH:11])[CH2:12][OH:13]>>[CH2:1]1[O:2][CH:3]([CH2:4][Cl:5])[O:6][CH:7]1[CH2:9][Cl:8]. Starting materials: C(C)(C)(C)OC(NCC(CC=C)O)=O (Rac-(2-hydroxy-pent-4-enyl)-carbamic acid tert-butyl ester), CC(C)(C)[Si](C)(C)Cl (TBDMSCl), N1C=NC=C1 (imidazole). The solvent is C1CCOC1 (THF). Conditions: time 8 hour. Product: C(C)(C)(C)OC(NCC(CC=C)O[Si](C)(C)C(C)(C)C)=O (rac-[2-(tert-butyl-dimethyl-silanyloxy)-pent-4-enyl]-carbamic acid tert-butyl ester). The yield is 36.1%. Reaction SMILES: [C:1]([O:5][C:6](=[O:14])[NH:7][CH2:8][CH:9]([OH:13])[CH2:10][CH:11]=[CH2:12])([CH3:4])([CH3:3])[CH3:2].[CH3:15][C:16]([Si:19](Cl)([CH3:21])[CH3:20])([CH3:18])[CH3:17].N1C=CN=C1>C1COCC1>[C:1]([O:5][C:6](=[O:14])[NH:7][CH2:8][CH:9]([O:13][Si:19]([C:16]([CH3:18])([CH3:17])[CH3:15])([CH3:21])[CH3:20])[CH2:10][CH:11]=[CH2:12])([CH3:4])([CH3:2])[CH3:3]. Reported procedure: Rac-(2-hydroxy-pent-4-enyl)-carbamic acid tert-butyl ester (5 g, 24.8 mmol; prepared according to Tetrahedron Lett. (2006), 47, 3295) was added dropwise to a mixture of TBDMSCl (3.7 g, 1 eq.) and imidazole (1.7 g, 1 eq.) in THF (55 mL). The mixture was stirred at rt overnight, filtered and the filtrate washed with water and brine, dried over MgSO4 and concentrated. The residue was purified by FC (Hept/EA:1, EA) to give the title intermediate as a colourless oil (2.8 g, 36% yield).